Dataset: the Open Reaction Database (ORD), a public repository of structured organic reaction records. Task: describe an organic reaction: reactants, conditions, products, and yield Reactants: OC1CCNCC1 (4-hydroxypiperidine), C(C)(C)(C)OC(=O)NC(C/C(=C/C(=O)O)/C)(C)C ((2E)-5-tert-butoxycarbonylamino-3,5-dimethylhex-2-enoic acid), C(C)(C)(C)OC(=O)N(C)[C@@H](C(=O)O)CC1=CC=CC=C1 ((2R)-2-(N-tert-butoxycarbonyl-N-methylamino)-3-phenylpropionic acid), C(C)(C)(C)OC(=O)N(C)[C@@H](C(=O)O)CC1=CC=C(C=C1)C1=CC=CC=C1 ((2R)-2-(N-tert-butoxycarbonyl-N-methylamino)-3-(biphenyl-4-yl)propionic acid). The product is C(C1=CC=CC=C1)[C@H](C(=O)N1CCC(CC1)O)N(C(=O)[C@@H](CC1=CC=C(C=C1)C1=CC=CC=C1)N(C(\C=C(\CC(C)(C)N)/C)=O)C)C ((2E)-5-Amino-3,5-dimethylhex-2-enoic acid N-((1R)-1-{N-[(1R)-1-benzyl-2-(4-hydroxypiperidin-1-yl)-2-oxoethyl]-N-methylcarbamoyl}-2-(biphenyl-4-yl)ethyl)-N-methylamide). As a reaction SMILES: [OH:1][CH:2]1[CH2:7][CH2:6][NH:5][CH2:4][CH2:3]1.C(O[C:13]([N:15]([C@H:17]([CH2:21][C:22]1[CH:27]=[CH:26][CH:25]=[CH:24][CH:23]=1)[C:18]([OH:20])=O)[CH3:16])=[O:14])(C)(C)C.C(O[C:33]([N:35]([C@H:37]([CH2:41][C:42]1[CH:47]=[CH:46][C:45]([C:48]2[CH:53]=[CH:52][CH:51]=[CH:50][CH:49]=2)=[CH:44][CH:43]=1)C(O)=O)C)=O)(C)(C)C.C(OC([NH:61][C:62]([CH3:71])([CH3:70])[CH2:63]/[C:64](/[CH3:69])=[CH:65]/[C:66]([OH:68])=O)=O)(C)(C)C>>[CH2:21]([C@@H:17]([N:15]([CH3:16])[C:13]([C@H:37]([N:35]([CH3:33])[C:66](=[O:68])/[CH:65]=[C:64](\[CH3:69])/[CH2:63][C:62]([NH2:61])([CH3:70])[CH3:71])[CH2:41][C:42]1[CH:47]=[CH:46][C:45]([C:48]2[CH:49]=[CH:50][CH:51]=[CH:52][CH:53]=2)=[CH:44][CH:43]=1)=[O:14])[C:18]([N:5]1[CH2:6][CH2:7][CH:2]([OH:1])[CH2:3][CH2:4]1)=[O:20])[C:22]1[CH:23]=[CH:24][CH:25]=[CH:26][CH:27]=1. Reported procedure: This compound was prepared as in example 1 but using 4-hydroxypiperidine, (2R)-2-(N-tert-butoxycarbonyl-N-methylamino)-3-phenylpropionic acid and (2R)-2-(N-tert-butoxycarbonyl-N-methylamino)-3-(biphenyl-4-yl)propionic acid and (2E)-5-tert-butoxycarbonylamino-3,5-dimethylhex-2-enoic acid as starting materials. Starting materials: C(C)(C)(C)OC(=O)NCC(=O)OC1(CC1)CCOC1=CC=C2C(=CC=NC2=C1)OC1=C(C=C(C=C1)NC(=O)C1(CC1)C(NC1=CC=CC=C1)=O)F (1-(2-(4-(2-fluoro-4-(1-(phenylcarbamoyl)cyclopropane-carboxamido)phenoxy)quinolin-7-yloxy)ethyl)cyclopropyl 2-(tert-butoxycarbonylamino)acetate), Cl (HCl). The solvent is CCOC(=O)C (EtOAc). Run at time 2 hour. The product is Cl.NCC(=O)OC1(CC1)CCOC1=CC=C2C(=CC=NC2=C1)OC1=C(C=C(C=C1)NC(=O)C1(CC1)C(NC1=CC=CC=C1)=O)F (1-(2-(4-(2-fluoro-4-(1-(phenylcarbamoyl)cyclopropanecarboxamido)phenoxy)quinolin-7-yloxy)ethyl)cyclopropyl 2-aminoacetate hydrochloride). Isolated yield 83.0%. RXN SMILES: C(OC([NH:8][CH2:9][C:10]([O:12][C:13]1([CH2:16][CH2:17][O:18][C:19]2[CH:28]=[C:27]3[C:22]([C:23]([O:29][C:30]4[CH:35]=[CH:34][C:33]([NH:36][C:37]([C:39]5([C:42](=[O:50])[NH:43][C:44]6[CH:49]=[CH:48][CH:47]=[CH:46][CH:45]=6)[CH2:41][CH2:40]5)=[O:38])=[CH:32][C:31]=4[F:51])=[CH:24][CH:25]=[N:26]3)=[CH:21][CH:20]=2)[CH2:15][CH2:14]1)=[O:11])=O)(C)(C)C.[ClH:52]>CCOC(C)=O>[ClH:52].[NH2:8][CH2:9][C:10]([O:12][C:13]1([CH2:16][CH2:17][O:18][C:19]2[CH:28]=[C:27]3[C:22]([C:23]([O:29][C:30]4[CH:35]=[CH:34][C:33]([NH:36][C:37]([C:39]5([C:42](=[O:50])[NH:43][C:44]6[CH:45]=[CH:46][CH:47]=[CH:48][CH:49]=6)[CH2:40][CH2:41]5)=[O:38])=[CH:32][C:31]=4[F:51])=[CH:24][CH:25]=[N:26]3)=[CH:21][CH:20]=2)[CH2:14][CH2:15]1)=[O:11] |f:3.4|. Procedure details: To a solution of 1-(2-(4-(2-fluoro-4-(1-(phenylcarbamoyl)cyclopropane-carboxamido)phenoxy)quinolin-7-yloxy)ethyl)cyclopropyl 2-(tert-butoxycarbonylamino)acetate (23 mg, 0.03 mmol) in EtOAc (1 mL) was added HCl (2 mol/L in EtOAc, 1 mL). The mixture was stirred at rt for 2 h, and then concentrated in vacuo to give the title compound as a white solid (15 mg, 83%). The reactants are CC(=O)O[BH-](OC(C)=O)OC(C)=O, CC(=O)O, CCOC(C)=O, CCCC=O, CC1(C)C=C(c2ccc(F)cc2C2CCNCC2)CC(C)(C)C1, [Na+], [Na+], C1CCOC1, O=C([O-])O. Product: CCCCN1CCC(c2cc(F)ccc2C2=CC(C)(C)CC(C)(C)C2)CC1. Reaction SMILES: [C:29]([O:30][BH-:31]([O:32][C:33](=[O:34])[CH3:35])[O:36][C:37](=[O:38])[CH3:39])(=[O:40])[CH3:41].[CH3:43][C:44](=[O:45])[OH:46].[CH3:57][CH2:58][O:59][C:60](=[O:61])[CH3:62].[CH:24]([CH2:25][CH2:26][CH3:27])=[O:28].[F:1][c:2]1[cH:3][cH:4][c:5]([C:14]2=[CH:15][C:16]([CH3:22])([CH3:23])[CH2:17][C:18]([CH3:20])([CH3:21])[CH2:19]2)[c:6]([CH:8]2[CH2:9][CH2:10][NH:11][CH2:12][CH2:13]2)[cH:7]1.[Na+:42].[Na+:47].[O:52]1[CH2:53][CH2:54][CH2:55][CH2:56]1.[OH:48][C:49](=[O:50])[O-:51]>>[F:1][c:2]1[cH:3][cH:4][c:5]([C:14]2=[CH:15][C:16]([CH3:22])([CH3:23])[CH2:17][C:18]([CH3:20])([CH3:21])[CH2:19]2)[c:6]([CH:8]2[CH2:9][CH2:10][N:11]([CH2:24][CH2:25][CH2:26][CH3:27])[CH2:12][CH2:13]2)[cH:7]1. Reactants: COC(=O)C1=C(C)N(CCCOCc2ccccc2)C(C)=C(C(=O)OC)C1c1ccc(OC)c(OC)c1, CS(C)=O, [K+], [OH-], O. Yields the product COC(=O)C1=C(C)N(CCCOCc2ccccc2)C(C)=C(C(=O)O)C1c1ccc(OC)c(OC)c1. Reaction SMILES: [CH3:1][O:2][C:3](=[O:4])[C:5]1=[C:6]([CH3:37])[N:7]([CH2:26][CH2:27][CH2:28][O:29][CH2:30][c:31]2[cH:32][cH:33][cH:34][cH:35][cH:36]2)[C:8]([CH3:25])=[C:9]([C:21](=[O:22])[O:23][CH3:24])[CH:10]1[c:11]1[cH:12][c:13]([O:19][CH3:20])[c:14]([O:17][CH3:18])[cH:15][cH:16]1.[CH3:40][S:41]([CH3:42])=[O:43].[K+:39].[OH-:38].[OH2:44]>>[O:2]=[C:3]([OH:4])[C:5]1=[C:6]([CH3:37])[N:7]([CH2:26][CH2:27][CH2:28][O:29][CH2:30][c:31]2[cH:32][cH:33][cH:34][cH:35][cH:36]2)[C:8]([CH3:25])=[C:9]([C:21](=[O:22])[O:23][CH3:24])[CH:10]1[c:11]1[cH:12][c:13]([O:19][CH3:20])[c:14]([O:17][CH3:18])[cH:15][cH:16]1. Reactants: CN(C=O)C (dimethylformamide), CI (methyl iodide), [H-].[Na+] (sodium hydride), S1N=C(C2=C1C=CC=C2)N2CCN(CC2)CCC=2C=CC1=C(CCCC(N1)=O)C2 (7-(2-(4-(1,2-benzisothiazol-3-yl)piperazinyl)ethyl)-1,3,4,5-tetrahydro-2H-1-benzazepin-2-one), S1N=C(C2=C1C=CC=C2)N2CCN(CC2)CCC=2C=CC1=C(CCCC(N1)=O)C2 (7-(2-(4-(1,2-Benzisothiazol-3yl) -piperazinyl)ethyl)-1,3,4,5-tetrahydro-2H-1-benzazepin-2-one), ice water. The solvent is CCCCC (pentane). Conditions: time 0.5 hour. Yields the product S1N=C(C2=C1C=CC=C2)N2CCN(CC2)CCC=2C=CC1=C(CCCC(N1C)=O)C2 (7-(2-(4-(1,2-Benzisothiazol-3-yl)piperazinyl)ethyl)-1,-3,4,5-tetrahydro-1-methyl-2H-1-benzazepin-2-one). Reaction SMILES: [H-].[Na+].[CH3:3][N:4]([CH3:7])[CH:5]=[O:6].[S:8]1[C:12]2[CH:13]=[CH:14][CH:15]=[CH:16][C:11]=2[C:10]([N:17]2[CH2:22][CH2:21][N:20]([CH2:23][CH2:24][C:25]3[CH:26]=[CH:27]C4NC(=O)[CH2:32][CH2:31][CH2:30][C:29]=4[CH:36]=3)[CH2:19][CH2:18]2)=[N:9]1.CI>CCCCC>[S:8]1[C:12]2[CH:13]=[CH:14][CH:15]=[CH:16][C:11]=2[C:10]([N:17]2[CH2:18][CH2:19][N:20]([CH2:23][CH2:24][C:25]3[CH:26]=[CH:27][C:3]4[N:4]([CH3:7])[C:5](=[O:6])[CH2:32][CH2:31][CH2:30][C:29]=4[CH:36]=3)[CH2:21][CH2:22]2)=[N:9]1 |f:0.1|. Procedure details: Under nitrogen, sodium hydride (20 mg, 0.5 mmol, 60% oil dispersed) was washed free of oil with pentane and layered with 6 ml dimethylformamide. In one portion, 155 mg (0.38 mmol) 7-(2-(4-(1,2-benzisothiazol-3-yl)piperazinyl)ethyl)-1,3,4,5-tetrahydro-2H-1-benzazepin-2-one (the title compound of Example 54) was added and stirring was continued for 0.5 hours at 25° C. To the solution was then added methyl iodide (162 mg, 1.14 mmol) and stirring was continued overnight. After pouring over 60 ml ice... Starting materials: CCCBr, COc1ccc(-c2cc3c4c(c2)C2CNCCC2N4CCC3)c(C(F)(F)F)c1, N. Product: CCCN1CCC2C(C1)c1cc(-c3ccc(OC)cc3C(F)(F)F)cc3c1N2CCC3. Reaction SMILES: [Br:29][CH2:30][CH2:31][CH3:32].[CH3:1][O:2][c:3]1[cH:4][c:5]([C:25]([F:26])([F:27])[F:28])[c:6](-[c:9]2[cH:10][c:11]3[c:16]4[c:17]([cH:18]2)[CH:19]2[CH:20]([N:15]4[CH2:14][CH2:13][CH2:12]3)[CH2:21][CH2:22][NH:23][CH2:24]2)[cH:7][cH:8]1.[NH3:33]>>[CH3:1][O:2][c:3]1[cH:4][c:5]([C:25]([F:26])([F:27])[F:28])[c:6](-[c:9]2[cH:10][c:11]3[c:16]4[c:17]([cH:18]2)[CH:19]2[CH:20]([N:15]4[CH2:14][CH2:13][CH2:12]3)[CH2:21][CH2:22][N:23]([CH2:30][CH2:31][CH3:32])[CH2:24]2)[cH:7][cH:8]1. Starting materials: C(=O)([O-])[O-].[K+].[K+] (K2CO3), OC=1C=C(C(=O)OC)C=C(C1)O (methyl 3,5-dihydroxybenzoate), COC(C1=CC(=CC(=C1)O)OCC=C)=O (3-allyloxy-5-hydroxy-benzoic acid methyl ester), CI (methyl iodide). Product: COC(C1=CC(=CC(=C1)OC)O)=O (3-Hydroxy-5-methoxy-benzoic acid methyl ester), solid. RXN SMILES: [CH3:1][O:2][C:3](=[O:15])[C:4]1[CH:9]=[C:8]([OH:10])[CH:7]=[C:6]([O:11][CH2:12]C=C)[CH:5]=1.CI.C([O-])([O-])=O.[K+].[K+].OC1C=C(C=C(O)C=1)C(OC)=O>>[CH3:1][O:2][C:3](=[O:15])[C:4]1[CH:5]=[C:6]([O:11][CH3:12])[CH:7]=[C:8]([OH:10])[CH:9]=1 |f:2.3.4|. Isolated yield 40.0%. Procedure details: The title compound was prepared in a similar manner as described for Intermediate 1a, from methyl iodide (6.44 mL, 104 mmol), K2CO3 (28.8 g, 208.15 mmol), and methyl 3,5-dihydroxybenzoate (17.5 g, 64 mmol). Purification by column chromatography eluting with 15% EtOAc in hexanes gave a pale yellow solid (7.51 g, 40% yield). 1H NMR (400 MHz, CDCl3) δ 7.16 (dd, J=4.80, 2.27 Hz, 2 H) 6.63 (t, J=2.27 Hz, 1 H) 5.36 (s, 1H) 3.92 (s, 3 H) 3.83 (s, 3 H).